This data is from the Open Reaction Database (ORD), a public repository of structured organic reaction records. The task is: describe an organic reaction: reactants, conditions, products, and yield Reactants: required intermediate, C(C1=CC=CC=C1)OC(C(=O)N)CBr (2-benzyloxy-3-bromopropanamide), Cl (hydrogen chloride), C(C1=CC=CC=C1)OC(C#N)CBr (2-benzyloxy-3-bromopropionitrile), [H-].[Al+3].[Li+].[H-].[H-].[H-] (Lithium aluminium hydride), bromoester, C1CC2=NCCCN2C1.C([O-])([O-])=O.[K+].[K+] (DBN potassium carbonate), C(C1=CC=CC=C1)OC(C(=O)OC)CBr (methyl 2-benzyloxy-3-bromopropanoate). Run in CCCCCC (hexane), O (water), CO (methanol), CCOCC (ether). Run at temperature -10 celsius, time 8 hour. The product is C(C1=CC=CC=C1)OC(C(=O)OC)=C (methyl α-benzyloxyacrylate). RXN SMILES: [H-].[Al+3].[Li+].[H-].[H-].[H-].Cl.C(OC(CBr)C#N)C1C=CC=CC=1.C(OC(CBr)C(N)=O)C1C=CC=CC=1.[CH2:35]([O:42][CH:43]([CH2:48]Br)[C:44]([O:46][CH3:47])=[O:45])[C:36]1[CH:41]=[CH:40][CH:39]=[CH:38][CH:37]=1.C1CN2C(=NCCC2)C1.C(=O)([O-])[O-].[K+].[K+]>CO.CCOCC.CCCCCC.O>[CH2:35]([O:42][C:43](=[CH2:48])[C:44]([O:46][CH3:47])=[O:45])[C:36]1[CH:41]=[CH:40][CH:39]=[CH:38][CH:37]=1 |f:0.1.2.3.4.5,10.11.12.13|. Procedure: (Formula II, R1=CH3OC(O)—, R2=benzyl). A slow stream of hydrogen chloride gas was passed for 4 h through a solution of 2-benzyloxy-3-bromopropionitrile (16.75 g) in methanol (2.38 g) and ether (66 ml) which was maintained at −10° C. The mixture was allowed to stand at 5° C. overnight, and then ice was added in small portions to the mixture at 0° C. After 20 min of stirring, the mixture was poured into water and the product was extracted with ether, washed with water and aqueous sodium bicarbonat... Reactants: CC1(C=O)CCC2(CCCO2)O1, C1CCOC1. Product: CC1(CO)CCC2(CCCO2)O1. Reaction SMILES: [CH3:1][C:2]1([CH:11]=[O:12])[O:3][C:4]2([CH2:5][CH2:6]1)[O:7][CH2:8][CH2:9][CH2:10]2.[O:13]1[CH2:14][CH2:15][CH2:16][CH2:17]1>>[CH3:1][C:2]1([CH2:11][OH:12])[O:3][C:4]2([CH2:5][CH2:6]1)[O:7][CH2:8][CH2:9][CH2:10]2.